Dataset: the Open Reaction Database (ORD), a public repository of structured organic reaction records. Task: describe an organic reaction: reactants, conditions, products, and yield Reactants: BrC=1C=C2C=NN=C(C2=CC1)Cl (6-bromo-1-chloro-phthalazine), C(C)(C)(C)C1=CC=C(N)C=C1 (4-(tert-butyl)aniline). The solvent is CC(C)O (2-propanol). Product: BrC=1C=C2C=NN=C(C2=CC1)NC1=CC=C(C=C1)C(C)(C)C ((6-Bromo-phthalazin-1-yl)-(4-tert-butyl-phenyl)-amine). As a reaction SMILES: [Br:1][C:2]1[CH:3]=[C:4]2[C:9](=[CH:10][CH:11]=1)[C:8](Cl)=[N:7][N:6]=[CH:5]2.[C:13]([C:17]1[CH:23]=[CH:22][C:20]([NH2:21])=[CH:19][CH:18]=1)([CH3:16])([CH3:15])[CH3:14]>CC(O)C>[Br:1][C:2]1[CH:3]=[C:4]2[C:9](=[CH:10][CH:11]=1)[C:8]([NH:21][C:20]1[CH:22]=[CH:23][C:17]([C:13]([CH3:16])([CH3:15])[CH3:14])=[CH:18][CH:19]=1)=[N:7][N:6]=[CH:5]2. Reported procedure: Heat a mixture of 6-bromo-1-chloro-phthalazine (500 mg, 2.05 mmol) and 4-(tert-butyl)aniline (611 mg, 4.10 mmol) in 2-propanol (10 mL) at reflux for 3 hours. Evaporate the mixture, add 1M NaOH (10 mL), extract twice with EtOAc (10 mL each), dry (Na2SO4), and evaporate to provide the crude product. Purify by silica gel chromatography, eluting with dichloromethane followed by 95% CH2Cl2-MeOH to provide (6-Bromo-phthalazin-1-yl)-(4-tert-butyl-phenyl)-amine as a white solid.